This data is from the Open Reaction Database (ORD), a public repository of structured organic reaction records. The task is: describe an organic reaction: reactants, conditions, products, and yield The reactants are CC(C)(C)O, N#Cc1cnccn1, [Na+], [OH-], O, O=S(=O)(O)O. The product is CC(C)(C)NC(=O)c1cnccn1. Reaction SMILES: [C:14]([CH3:15])([CH3:16])([CH3:17])[OH:18].[C:6](#[N:7])[c:8]1[n:9][cH:10][cH:11][n:12][cH:13]1.[Na+:20].[OH-:19].[OH2:21].[S:1](=[O:2])(=[O:3])([OH:4])[OH:5]>>[C:6]([NH:7][C:14]([CH3:15])([CH3:16])[CH3:17])([c:8]1[n:9][cH:10][cH:11][n:12][cH:13]1)=[O:19]. Starting materials: Brc1ccc2cc[nH]c2c1, C1CCOC1, Cl, [H-], CI, [Na+], O. The product is Cn1ccc2ccc(Br)cc21. RXN SMILES: [Br:1][c:2]1[cH:3][cH:4][c:5]2[cH:6][cH:7][nH:8][c:9]2[cH:10]1.[CH2:16]1[O:17][CH2:18][CH2:19][CH2:20]1.[ClH:15].[H-:11].[I:13][CH3:14].[Na+:12].[OH2:21]>>[Br:1][c:2]1[cH:3][cH:4][c:5]2[cH:6][cH:7][n:8]([CH3:14])[c:9]2[cH:10]1. The reactants are Cc1cc(Br)sc1C(=O)O, CCN=C=NCCCN(C)C, CN(C)C=O, CCOC(C)=O, CCN(C(C)C)C(C)C, Cl, NCc1cccnc1, On1nnc2ccccc21. The product is Cc1cc(Br)sc1C(=O)NCc1cccnc1. Reaction SMILES: [Br:1][c:2]1[cH:3][c:4]([CH3:10])[c:5]([C:7](=[O:8])[OH:9])[s:6]1.[CH2:22]([N:23]=[C:24]=[N:25][CH2:26][CH2:27][CH2:28][N:29]([CH3:30])[CH3:31])[CH3:32].[CH3:50][N:51]([CH3:52])[CH:53]=[O:54].[CH3:55][CH2:56][O:57][C:58](=[O:59])[CH3:60].[CH:33]([N:34]([CH2:35][CH3:36])[CH:37]([CH3:38])[CH3:39])([CH3:40])[CH3:41].[ClH:21].[NH2:42][CH2:43][c:44]1[cH:45][n:46][cH:47][cH:48][cH:49]1.[OH:11][n:12]1[c:13]2[cH:14][cH:15][cH:16][cH:17][c:18]2[n:19][n:20]1>>[Br:1][c:2]1[cH:3][c:4]([CH3:10])[c:5]([C:7](=[O:9])[NH:42][CH2:43][c:44]2[cH:45][n:46][cH:47][cH:48][cH:49]2)[s:6]1. Reactants: C(C)(C)N(CC)C(C)C (diisopropylethylamine), solution, C(=O)(OCC1=CC=CC=C1)Cl (carbobenzoxy chloride), O (water), crude compound, NC[C@H](CN1CCN(CC1)C(=O)OC(C)(C)C)O (tert-butyl 4-[(2R)-3-amino-2-hydroxy-propyl]piperazine-1-carboxylate). Run in ClCCl (dichloromethane), ClCCl (dichloromethane). Conditions: time 12 hour. Product: C(C1=CC=CC=C1)OC(=O)NC[C@H](CN1CCN(CC1)C(=O)[O-])O (4-[(2R)-3-benzyloxycarbonylamino-2-hydroxy-propyl]piperazine-1-carboxylate), C(C1=CC=CC=C1)OC(=O)NC[C@H](CN1CCN(CC1)C(=O)OC(C)(C)C)O (tert-butyl 4-[(2R)-3-benzyloxycarbonylamino-2-hydroxy-propyl]piperazine-1-carboxylate). The yield is 52.6%. RXN SMILES: [NH2:1][CH2:2][C@@H:3]([OH:18])[CH2:4][N:5]1[CH2:10][CH2:9][N:8]([C:11]([O:13][C:14]([CH3:17])([CH3:16])[CH3:15])=[O:12])[CH2:7][CH2:6]1.C(N(C(C)C)CC)(C)C.[C:28](Cl)([O:30][CH2:31][C:32]1[CH:37]=[CH:36][CH:35]=[CH:34][CH:33]=1)=[O:29].O>ClCCl>[CH2:31]([O:30][C:28]([NH:1][CH2:2][C@@H:3]([OH:18])[CH2:4][N:5]1[CH2:6][CH2:7][N:8]([C:11]([O-:13])=[O:12])[CH2:9][CH2:10]1)=[O:29])[C:32]1[CH:37]=[CH:36][CH:35]=[CH:34][CH:33]=1.[CH2:31]([O:30][C:28]([NH:1][CH2:2][C@@H:3]([OH:18])[CH2:4][N:5]1[CH2:10][CH2:9][N:8]([C:11]([O:13][C:14]([CH3:15])([CH3:17])[CH3:16])=[O:12])[CH2:7][CH2:6]1)=[O:29])[C:32]1[CH:37]=[CH:36][CH:35]=[CH:34][CH:33]=1. Procedure details: The crude compound tert-butyl 4-[(2R)-3-amino-2-hydroxy-propyl]piperazine-1-carboxylate 20b (4.50 g, 17.40 mmol) was dissolved in 80 mL of dichloromethane in an ice-water bath followed by the addition of diisopropylethylamine (2.50 g, 19.10 mmol) and dropwise addition of 20 mL of a solution of carbobenzoxy chloride (2 g, 19.10 mmol) in dichloromethane successively, stirred for 12 hours. The resulting mixture was added with 20 mL of water and stirred for 10 minutes. The reaction solution was conc... Starting materials: C(CC)N=C=O (n-propyl-isocyanate), O (H2O), C(C)C1=NOC(=N1)C(C(=O)O)C (α-(3-ethyl-1,2,4-oxadiazol-5-yl)-propionic acid), COC1=CC=[N+](C=C1)[O-] (4-methoxy-pyridine-1-oxide). Reagents/catalysts: catalyst. Run in C(=C)N1C=NC=C1 (N-vinyl-imidazole), C1(=CC=CC=C1)C (toluene). Conditions: time 5.5 hour. The product is C(CC)NC(C(C)C1=NC(=NO1)CC)=O (N-propyl-α-(3-ethyl-1,2,4-oxadiazol-5-yl)-propionamide). Yield: 47.3%. As a reaction SMILES: [CH2:1]([C:3]1[N:7]=[C:6]([CH:8]([CH3:12])[C:9]([OH:11])=O)[O:5][N:4]=1)[CH3:2].[CH2:13]([N:16]=C=O)[CH2:14][CH3:15].COC1C=C[N+]([O-])=CC=1.O>C1(C)C=CC=CC=1.C(N1C=CN=C1)=C>[CH2:13]([NH:16][C:9](=[O:11])[CH:8]([C:6]1[O:5][N:4]=[C:3]([CH2:1][CH3:2])[N:7]=1)[CH3:12])[CH2:14][CH3:15]. Procedure: Employing anhydrous conditions, 17 mmol of about 90% pure α-(3-ethyl-1,2,4-oxadiazol-5-yl)-propionic acid (=3 ethyl-α-methyl-1,2,4-oxadiazol-5-yl-acetic acid) were dissolved in 40 ml of toluene and about 20.5 mmol of n-propyl-isocyanate and about 60 mg of the catalyst (a saturated solution of 4-methoxy-pyridine-1-oxide.1 H2O in N-vinyl-imidazole) were added to the solution. While a slow stream of nitrogen was continuously passed over the surface, the reaction mixture was stirred for 5.5 hours at... Reactants: C(C1=CC=CC=C1)OCC(=O)C1C(=O)OCC1 (2-benzyloxyacetyl-γ-butyrolactone), NC1=NNC=C1 (3-amino-pyrazole). The solvent is C(C)O (ethanol). Conditions: time 16.5 hour. Product: C(C1=CC=CC=C1)OCC(C1C(OCC1)=O)=NC1=NNC=C1 (3-{[2-(benzyloxy)-1-(tetrahydro-2-oxo-3-furyl)ethylidene]amino}pyrazole). Yield: 65.5%. Reaction SMILES: [CH2:1]([O:8][CH2:9][C:10]([CH:12]1[CH2:17][CH2:16][O:15][C:13]1=[O:14])=O)[C:2]1[CH:7]=[CH:6][CH:5]=[CH:4][CH:3]=1.[NH2:18][C:19]1[CH:23]=[CH:22][NH:21][N:20]=1>C(O)C>[CH2:1]([O:8][CH2:9][C:10](=[N:18][C:19]1[CH:23]=[CH:22][NH:21][N:20]=1)[CH:12]1[CH2:17][CH2:16][O:15][C:13]1=[O:14])[C:2]1[CH:7]=[CH:6][CH:5]=[CH:4][CH:3]=1. Procedure: In 2.0 ml of ethanol were dissolved 1.83 g of 2-benzyloxyacetyl-γ-butyrolactone and 0.50 g of 3-amino-pyrazole. To the solution, were added 60 μl of a boron trifluoride methanol complex, and the mixture was stirred for 16.5 hours at room temperature. The solvent was distilled off under reduced pressure, and the residue was subjected to column chromatography on silica gel (elution solvent: hexane:ethyl acetate=1:1→1:2) to obtain 1.18 g (yield: 65.5%) of the intended product as a yellow oil.